The task is: describe an organic reaction: reactants, conditions, products, and yield. This data is from the Open Reaction Database (ORD), a public repository of structured organic reaction records. The reactants are C(C1=CC=CC=C1)N1C[C@@H](C[C@H](C1)O[Si](C)(C)C(C)(C)C)O ((3R,5R)-1-benzyl-5-(tert-butyl-dimethyl-silanyloxy)-piperidin-3-ol), C1(=CC=CC=C1)P(C1=CC=CC=C1)C1=CC=CC=C1 (triphenylphosphine), C(C1=CC=CC=C1)(=O)O (benzoic acid), N(=NC(=O)OCC)C(=O)OCC (diethyl azodicarboxylate). Solvent: C1CCOC1 (THF), COC(C)(C)C (tert-butyl methyl ether). The product is C(C1=CC=CC=C1)N1C[C@H](C[C@H](C1)O[Si](C)(C)C(C)(C)C)OC(C1=CC=CC=C1)=O ((3S,5R)-benzoic acid 1-benzyl-5-(tert-butyl-dimethyl-silanyloxy)-piperidin-3-yl ester). Yield: 33.6%. Reaction SMILES: [CH2:1]([N:8]1[CH2:13][C@H:12]([O:14][Si:15]([C:18]([CH3:21])([CH3:20])[CH3:19])([CH3:17])[CH3:16])[CH2:11][C@@H:10]([OH:22])[CH2:9]1)[C:2]1[CH:7]=[CH:6][CH:5]=[CH:4][CH:3]=1.[C:23](O)(=[O:30])[C:24]1[CH:29]=[CH:28][CH:27]=[CH:26][CH:25]=1.N(C(OCC)=O)=NC(OCC)=O.C1(P(C2C=CC=CC=2)C2C=CC=CC=2)C=CC=CC=1>C1COCC1.COC(C)(C)C>[CH2:1]([N:8]1[CH2:13][C@H:12]([O:14][Si:15]([C:18]([CH3:19])([CH3:21])[CH3:20])([CH3:16])[CH3:17])[CH2:11][C@H:10]([O:22][C:23](=[O:30])[C:24]2[CH:29]=[CH:28][CH:27]=[CH:26][CH:25]=2)[CH2:9]1)[C:2]1[CH:3]=[CH:4][CH:5]=[CH:6][CH:7]=1. Procedure: To a solution of 1.8 g (5.6 mmol) (3R,5R)-1-benzyl-5-(tert-butyl-dimethyl-silanyloxy)-piperidin-3-ol in 50 ml THF were consecutively added 0.75 g (6.2 mmol) benzoic acid, 1.1 g (6.2 mmol) diethyl azodicarboxylate and 1.6 g (6.2 mmol) triphenylphosphine at 0° C. After 6 h the reaction mixture was diluted with tert-butyl methyl ether washed with a 2N aqueous solution of sodium carbonate. The aqueous layer was extracted with 3 portions of tert-butyl methyl ether. The combined organic extracts were ...